Dataset: the Open Reaction Database (ORD), a public repository of structured organic reaction records. Task: describe an organic reaction: reactants, conditions, products, and yield Starting materials: CCO, Cl, NO, [Na], ON=C(Cl)Cc1noc2ccccc12. Yields the product NC(Cc1noc2ccccc12)=NO. Reaction SMILES: [CH3:19][CH2:20][OH:21].[ClH:2].[NH2:3][OH:4].[Na:1].[o:5]1[n:6][c:7]([CH2:14][C:15](=[N:16][OH:17])[Cl:18])[c:8]2[c:9]1[cH:10][cH:11][cH:12][cH:13]2>>[NH2:3][C:15]([CH2:14][c:7]1[n:6][o:5][c:9]2[c:8]1[cH:13][cH:12][cH:11][cH:10]2)=[N:16][OH:17]. Starting materials: N#N (N2), C(#CCC)C1=CC2=C(N(N=N2)C2OCCCC2)C=C1 (5-(but-1-yn-1-yl)-1-(tetrahydro-2H-pyran-2-yl)-1H-benzo[d][1,2,3]triazole), IC1=CC=CC=C1 (iodobenzene), C(C)OC(/C=C/C1=CC=C(C=C1)B(O)O)=O ((E)-(4-(3-ethoxy-3-oxoprop-1-en-1-yl)phenyl)boronic acid), C(=O)([O-])[O-].[K+].[K+] (K2CO3). The reagents and catalysts are C1=CC=C(C=C1)C#N.C1=CC=C(C=C1)C#N.Cl[Pd]Cl (Pd(PhCN)2Cl2). Run in CN(C=O)C.O (N,N-dimethylformamide water), CN(C=O)C (N,N-dimethylformamide). Reaction conditions: temperature 45 celsius, time 8 hour. Yields the product C1(=CC=CC=C1)/C(=C(/C1=CC2=C(N(N=N2)C2OCCCC2)C=C1)\C1=CC=C(C=C1)/C=C/C(=O)OCC)/CC ((E)-Ethyl 3-(4-((E)-2-phenyl-1-(1-(tetrahydro-2H-pyran-2-yl)-1H-benzo[d][1,2,3]triazol-5-yl)but-1-en-1-yl)phenyl)acrylate). RXN SMILES: N#N.[C:3]([C:7]1[CH:21]=[CH:20][C:10]2[N:11]([CH:14]3[CH2:19][CH2:18][CH2:17][CH2:16][O:15]3)[N:12]=[N:13][C:9]=2[CH:8]=1)#[C:4][CH2:5][CH3:6].I[C:23]1[CH:28]=[CH:27][CH:26]=[CH:25][CH:24]=1.[CH2:29]([O:31][C:32](=[O:44])/[CH:33]=[CH:34]/[C:35]1[CH:40]=[CH:39][C:38](B(O)O)=[CH:37][CH:36]=1)[CH3:30].C([O-])([O-])=O.[K+].[K+]>CN(C)C=O.C1C=CC(C#N)=CC=1.C1C=CC(C#N)=CC=1.Cl[Pd]Cl.CN(C)C=O.O>[C:23]1(/[C:4](/[CH2:5][CH3:6])=[C:3](\[C:38]2[CH:39]=[CH:40][C:35](/[CH:34]=[CH:33]/[C:32]([O:31][CH2:29][CH3:30])=[O:44])=[CH:36][CH:37]=2)/[C:7]2[CH:21]=[CH:20][C:10]3[N:11]([CH:14]4[CH2:19][CH2:18][CH2:17][CH2:16][O:15]4)[N:12]=[N:13][C:9]=3[CH:8]=2)[CH:28]=[CH:27][CH:26]=[CH:25][CH:24]=1 |f:4.5.6,8.9.10,11.12|. Procedure details: A 100-mL round-bottom flask equipped with a magnetic stir bar, a rubber septum and N2 inlet was charged with 5-(but-1-yn-1-yl)-1-(tetrahydro-2H-pyran-2-yl)-1H-benzo[d][1,2,3]triazole (0.2 g, 0.78 mmol), iodobenzene (0.48 g, 2.35 mmol), (E)-(4-(3-ethoxy-3-oxoprop-1-en-1-yl)phenyl)boronic acid (0.51 g, 2.35 mmol), K2CO3 (0.32 g, 2.35 mmol), and N,N-dimethylformamide/water (2:1, 39 mL). This mixture was degassed with three vacuum/N2 cycles and then heated at 45° C. for 10 minutes. With continued he... The reactants are [OH-].[Na+] (sodium hydroxide), BrBr (Bromine), ClC(C)Cl (dichloroethane), COC(COC1=C(C(=CC=C1)C)C)OC (1-(2,2-dimethoxyethoxy)-2,3-dimethylbenzene). The solvent is CO (methanol), CO (methanol). Conditions: time 1 hour. The product is BrC1=C(C(=C(C=C1)OCC(OC)OC)C)C (1-bromo-4-(2,2-dimethoxyethoxy)-2,3-dimethylbenzene). The yield is 92.1%. As a reaction SMILES: [Br:1]Br.ClC(Cl)C.[CH3:7][O:8][CH:9]([O:20][CH3:21])[CH2:10][O:11][C:12]1[CH:17]=[CH:16][CH:15]=[C:14]([CH3:18])[C:13]=1[CH3:19].[OH-].[Na+]>CO>[Br:1][C:15]1[CH:16]=[CH:17][C:12]([O:11][CH2:10][CH:9]([O:20][CH3:21])[O:8][CH3:7])=[C:13]([CH3:19])[C:14]=1[CH3:18] |f:3.4|. Procedure details: Bromine (140 g) was added dropwise to a 760 ml of dichloroethane solution containing 180 g of 1-(2,2-dimethoxyethoxy)-2,3-dimethylbenzene while stirring and cooling (ice bath) and maintaining the temperature of the reaction mixture not exceeding 10° C. After stirring for 30 minutes after completion of the addition, the reaction mixture was condensed under reduced pressure (a temperature of 40° C. or lower). The condensate was added dropwise in a solution comprising 37 g of sodium hydroxide disso... Starting materials: C(=O)([O-])[O-].[Na+].[Na+] (Na2CO3), Cl[Sn]Cl (SnCl2), Cl (HCl), CN1CCN(CC1)C1=C(C=C(C=C1)[N+](=O)[O-])CN1CCN(CC1)C (1-methyl-4-{2-[(4-methylpiperazin-1-yl)methyl]-4-nitrophenyl}piperazine). The solvent is C1CCOC1 (THF), C1CCOC1 (THF). Yields the product CN1CCN(CC1)C1=C(C=C(N)C=C1)CN1CCN(CC1)C (4-(4-methylpiperazin-1-yl)-3-[(4-methylpiperazin-1-yl)methyl]aniline). Yield: 62.8%. Reaction SMILES: Cl[Sn]Cl.Cl.[CH3:5][N:6]1[CH2:11][CH2:10][N:9]([C:12]2[CH:17]=[CH:16][C:15]([N+:18]([O-])=O)=[CH:14][C:13]=2[CH2:21][N:22]2[CH2:27][CH2:26][N:25]([CH3:28])[CH2:24][CH2:23]2)[CH2:8][CH2:7]1.C([O-])([O-])=O.[Na+].[Na+]>C1COCC1>[CH3:5][N:6]1[CH2:7][CH2:8][N:9]([C:12]2[CH:17]=[CH:16][C:15]([NH2:18])=[CH:14][C:13]=2[CH2:21][N:22]2[CH2:23][CH2:24][N:25]([CH3:28])[CH2:26][CH2:27]2)[CH2:10][CH2:11]1 |f:3.4.5|. Procedure: A mixture of SnCl2 (0.398 g, 2.1 mmol), 1.6 mL of HCl 1M and 5 mL of THF was added to a solution of 1-methyl-4-{2-[(4-methylpiperazin-1-yl)methyl]-4-nitrophenyl}piperazine (0.175 g, 2.5 eq) in 15 mL of THF. The reaction mixture was refluxed for 3 h and allowed to cool to room temperature. A saturated aqueous solution of Na2CO3 was added. The aqueous layer was extracted with DCM. The combined organic layers were dried over Na2SO4, filtered and evaporated. The residue was purified by flash chromat... The reactants are C1(CCCCC1)P(C1=C(C=CC=C1)C1=CC=CC=C1)C1CCCCC1 (2-(dicyclohexylphosphino)biphenyl), ClC1=CC=C(C=N1)OC1=NC=CC=C1C1=NC(=NC=C1)SC (4-(2-(6-chloropyridin-3-yloxy) pyridin-3-yl)-2-(methylthio)pyrimidine), C[Si](C)(C)[N-][Si](C)(C)C.[Li+] (lithium bis(trimethylsilyl) amide). The reagents and catalysts are C=1C=CC(=CC1)/C=C/C(=O)/C=C/C2=CC=CC=C2.C=1C=CC(=CC1)/C=C/C(=O)/C=C/C2=CC=CC=C2.C=1C=CC(=CC1)/C=C/C(=O)/C=C/C2=CC=CC=C2.[Pd].[Pd] (tris(dibenzylideneacetone)dipalladium). Run in O1CCOCC1 (dioxane). Reaction conditions: temperature 65 celsius. Product: CSC1=NC=CC(=N1)C=1C(=NC=CC1)OC=1C=CC(=NC1)N (5-(3-(2-(methylthio)pyrimidin-4-yl)pyridin-2-yloxy)pyridin-2-amine). As a reaction SMILES: C1(P(C2CCCCC2)C2C=CC=CC=2C2C=CC=CC=2)CCCCC1.Cl[C:27]1[N:32]=[CH:31][C:30]([O:33][C:34]2[C:39]([C:40]3[CH:45]=[CH:44][N:43]=[C:42]([S:46][CH3:47])[N:41]=3)=[CH:38][CH:37]=[CH:36][N:35]=2)=[CH:29][CH:28]=1.C[Si]([N-:52][Si](C)(C)C)(C)C.[Li+]>O1CCOCC1.C1C=CC(/C=C/C(/C=C/C2C=CC=CC=2)=O)=CC=1.C1C=CC(/C=C/C(/C=C/C2C=CC=CC=2)=O)=CC=1.C1C=CC(/C=C/C(/C=C/C2C=CC=CC=2)=O)=CC=1.[Pd].[Pd]>[CH3:47][S:46][C:42]1[N:41]=[C:40]([C:39]2[C:34]([O:33][C:30]3[CH:29]=[CH:28][C:27]([NH2:52])=[N:32][CH:31]=3)=[N:35][CH:36]=[CH:37][CH:38]=2)[CH:45]=[CH:44][N:43]=1 |f:2.3,5.6.7.8.9|. Procedure: To a brown solution of tris(dibenzylideneacetone)dipalladium (o) (0.68 g, 0.75 mmol), 2-(dicyclohexylphosphino)biphenyl (0.50 g, 1.4 mmol), and 4-(2-(6-chloropyridin-3-yloxy) pyridin-3-yl)-2-(methylthio)pyrimidine (1.9 g, 5.7 mmol) in 15 mL dioxane was added solid lithium bis(trimethylsilyl) amide (2.9 g, 17 mmol). Argon was bubbled through the reaction for 1 min, and then it was sealed and heated to 65° C. for 3.5 days. The reaction was cooled to ambient temperature, diluted with water, and aci... The reactants are C1=CC=C(C=2SC3=C(C21)C=CC=C3)C=3C=C(C=CC3)B3OC(C(O3)(C)C)(C)C (2-(3-(dibenzo[b,d]thiophen-4-yl)phenyl)-4,4,5,5-tetramethyl-1,3,2-dioxaborolane), BrC1=CC(=CC=C1)Br (1,3-dibromobenzene), C([O-])([O-])=O.[K+].[K+] (potassium carbonate). Reagents/catalysts: C=1C=CC(=CC1)[P](C=2C=CC=CC2)(C=3C=CC=CC3)[Pd]([P](C=4C=CC=CC4)(C=5C=CC=CC5)C=6C=CC=CC6)([P](C=7C=CC=CC7)(C=8C=CC=CC8)C=9C=CC=CC9)[P](C=1C=CC=CC1)(C=1C=CC=CC1)C=1C=CC=CC1 (Pd(PPh3)4). The solvent is C1(=CC=CC=C1)C (toluene), O (water). Yields the product BrC=1C=C(C=CC1)C1=CC(=CC=C1)C1=CC=CC2=C1SC1=C2C=CC=C1 (4-(3′-bromo-[1,1′-biphenyl]-3-yl)dibenzo[b,d]thiophene). Yield: 79.3%. As a reaction SMILES: [CH:1]1[C:9]2[C:8]3[CH:10]=[CH:11][CH:12]=[CH:13][C:7]=3[S:6][C:5]=2[C:4]([C:14]2[CH:15]=[C:16](B3OC(C)(C)C(C)(C)O3)[CH:17]=[CH:18][CH:19]=2)=[CH:3][CH:2]=1.[Br:29][C:30]1[CH:35]=[CH:34][CH:33]=[C:32](Br)[CH:31]=1.C(=O)([O-])[O-].[K+].[K+]>C1(C)C=CC=CC=1.O.C1C=CC([P]([Pd]([P](C2C=CC=CC=2)(C2C=CC=CC=2)C2C=CC=CC=2)([P](C2C=CC=CC=2)(C2C=CC=CC=2)C2C=CC=CC=2)[P](C2C=CC=CC=2)(C2C=CC=CC=2)C2C=CC=CC=2)(C2C=CC=CC=2)C2C=CC=CC=2)=CC=1>[Br:29][C:30]1[CH:31]=[C:32]([C:16]2[CH:17]=[CH:18][CH:19]=[C:14]([C:4]3[C:5]4[S:6][C:7]5[CH:13]=[CH:12][CH:11]=[CH:10][C:8]=5[C:9]=4[CH:1]=[CH:2][CH:3]=3)[CH:15]=2)[CH:33]=[CH:34][CH:35]=1 |f:2.3.4,^1:54,56,75,94|. Procedure details: 2-(3-(dibenzo[b,d]thiophen-4-yl)phenyl)-4,4,5,5-tetramethyl-1,3,2-dioxaborolane (8.80 g, 22.78 mmol) and 1,3-dibromobenzene (21.49 g, 91 mmol) were dissolved in toluene (300 mL), and potassium carbonate (9.44 g, 68.3 mmol) in 50 mL of water and the Pd(PPh3)4 catalyst (0.263 g, 0.228 mmol) were then added. The reaction mixture was degassed and refluxed under N2 overnight. The organic layer was then separated, evaporated and subjected to column chromatography on silica gel, eluted with hexane/DCM ... Reactants: CC(C)(C)C(=O)Cl, ClC(Cl)Cl, OC(COc1cccc2nc[nH]c12)CN1CCC(COc2ccccc2)CC1, c1ccncc1. Yields the product Cl, CC(C)(C)C(=O)OC(COc1cccc2nc[nH]c12)CN1CCC(COc2ccccc2)CC1. Reaction SMILES: [C:29]([C:30]([CH3:31])([CH3:32])[CH3:33])(=[O:34])[Cl:35].[CH:42]([Cl:43])([Cl:44])[Cl:45].[OH:1][CH:2]([CH2:3][O:4][c:5]1[cH:6][cH:7][cH:8][c:9]2[n:10][cH:11][nH:12][c:13]12)[CH2:14][N:15]1[CH2:16][CH2:17][CH:18]([CH2:21][O:22][c:23]2[cH:24][cH:25][cH:26][cH:27][cH:28]2)[CH2:19][CH2:20]1.[cH:36]1[cH:37][cH:38][n:39][cH:40][cH:41]1>>[ClH:35].[O:1]([CH:2]([CH2:3][O:4][c:5]1[cH:6][cH:7][cH:8][c:9]2[n:10][cH:11][nH:12][c:13]12)[CH2:14][N:15]1[CH2:16][CH2:17][CH:18]([CH2:21][O:22][c:23]2[cH:24][cH:25][cH:26][cH:27][cH:28]2)[CH2:19][CH2:20]1)[C:29]([C:30]([CH3:31])([CH3:32])[CH3:33])=[O:34].